Task: describe an organic reaction: reactants, conditions, products, and yield. Dataset: the Open Reaction Database (ORD), a public repository of structured organic reaction records Reactants: ClC1=NC=C(C(=N1)C1=CNC2=CC=CC=C12)Cl (3-(2,5-dichloropyrimidin-4-yl)-1H-indole), COC=1C=C(C=CC1[N+](=O)[O-])N1CCC(CC1)N1CCN(CC1)C(=O)OC(C)(C)C (tert-butyl 4-(1-(3-methoxy-4-nitrophenyl)piperidin-4-yl)piperazine-1-carboxylate), ClC1=NC=C(C(=N1)C1=CNC2=CC=CC=C12)Cl (3-(2,5-dichloropyrimidin-4-yl)-1H-indole), COC=1C=C(C=CC1[N+](=O)[O-])N1CCC(CC1)N1CCN(CC1)C(=O)OC(C)(C)C (tert-butyl 4-(1-(3-methoxy-4-nitrophenyl)piperidin-4-yl)piperazine-1-carboxylate). Yields the product ClC=1C(=NC(=NC1)NC1=C(C=C(C=C1)N1CCC(CC1)N1CCNCC1)OC)C1=CNC2=CC=CC=C12 (5-Chloro-4-(1H-indol-3-yl)-N-(2-methoxy-4-(4-(piperazin-1-yl)piperidin-1-yl)phenyl)pyrimidin-2-amine). As a reaction SMILES: Cl[C:2]1[N:7]=[C:6]([C:8]2[C:16]3[C:11](=[CH:12][CH:13]=[CH:14][CH:15]=3)[NH:10][CH:9]=2)[C:5]([Cl:17])=[CH:4][N:3]=1.[CH3:18][O:19][C:20]1[CH:21]=[C:22]([N:29]2[CH2:34][CH2:33][CH:32]([N:35]3[CH2:40][CH2:39][N:38](C(OC(C)(C)C)=O)[CH2:37][CH2:36]3)[CH2:31][CH2:30]2)[CH:23]=[CH:24][C:25]=1[N+:26]([O-])=O>>[Cl:17][C:5]1[C:6]([C:8]2[C:16]3[C:11](=[CH:12][CH:13]=[CH:14][CH:15]=3)[NH:10][CH:9]=2)=[N:7][C:2]([NH:26][C:25]2[CH:24]=[CH:23][C:22]([N:29]3[CH2:34][CH2:33][CH:32]([N:35]4[CH2:40][CH2:39][NH:38][CH2:37][CH2:36]4)[CH2:31][CH2:30]3)=[CH:21][C:20]=2[O:19][CH3:18])=[N:3][CH:4]=1. Procedure: Starting materials: 3-(2,5-dichloropyrimidin-4-yl)-1H-indole (INTERMEDIATE 2) and tert-butyl 4-(1-(3-methoxy-4-nitrophenyl)piperidin-4-yl)piperazine-1-carboxylate (INTERMEDIATE 8). Reactants: C(CCC)[Li] (n-butyllithium), C(CCC)[Sn](CCCC)(CCCC)Cl (tributyltin chloride), BrC=1C=CC(=NC1)I (5-bromo-2-iodopyridine), C(C)(C)[Mg]Cl (isopropylmagnesium chloride), C1(CCC1)=O (Cyclobutanone). Solvent: O1CCCC1 (tetrahydrofuran), O1CCCC1 (tetrahydrofuran). Reaction conditions: temperature 0 celsius, time 0.5 hour. Product: C(CCC)[Sn](C=1C=CC(=NC1)C1(CCC1)O)(CCCC)CCCC (1-(5-(tributylstannyl)pyridin-2-yl)cyclobutanol). As a reaction SMILES: Br[C:2]1[CH:3]=[CH:4][C:5](I)=[N:6][CH:7]=1.C([Mg]Cl)(C)C.[C:14]1(=[O:18])[CH2:17][CH2:16][CH2:15]1.C([Li])CCC.[CH2:24]([Sn:28](Cl)([CH2:33][CH2:34][CH2:35][CH3:36])[CH2:29][CH2:30][CH2:31][CH3:32])[CH2:25][CH2:26][CH3:27]>O1CCCC1>[CH2:33]([Sn:28]([CH2:24][CH2:25][CH2:26][CH3:27])([CH2:29][CH2:30][CH2:31][CH3:32])[C:2]1[CH:3]=[CH:4][C:5]([C:14]2([OH:18])[CH2:17][CH2:16][CH2:15]2)=[N:6][CH:7]=1)[CH2:34][CH2:35][CH3:36]. Procedure: To a cold (−10° C.) solution of 5-bromo-2-iodopyridine (3.0 g, 10.57 mmol) in tetrahydrofuran (35 mL) was added isopropylmagnesium chloride (5.55 ml, 11.10 mmol, 2 M solution in tetrahydrofuran) dropwise over 10 minutes. The reaction was allowed to warm to 0° C. over 1 hour and then cooled to −10° C. Cyclobutanone (0.792 ml, 10.57 mmol) was added dropwise, and the reaction was warmed to 15° C. over 1 hour to give a homogenous solution. The reaction was cooled to −78° C. (precipitate formed). The... The reactants are COC(C1=C(C=C(C=C1)C(F)(F)F)I)=O (2-iodo-4-trifluoromethyl-benzoic acid methyl ester), [Br-].C1(CCCC1)[Zn+] (cyclopentyl zinc bromide), [OH-].[Na+] (sodium hydroxide). Product: C1(CCCC1)C1=C(C(=O)O)C=CC(=C1)C(F)(F)F (2-cyclopentyl-4-trifluoromethyl-benzoic acid). Reaction SMILES: C[O:2][C:3](=[O:15])[C:4]1[CH:9]=[CH:8][C:7]([C:10]([F:13])([F:12])[F:11])=[CH:6][C:5]=1I.[Br-].[CH:17]1([Zn+])[CH2:21][CH2:20][CH2:19][CH2:18]1.[OH-].[Na+]>>[CH:17]1([C:5]2[CH:6]=[C:7]([C:10]([F:13])([F:12])[F:11])[CH:8]=[CH:9][C:4]=2[C:3]([OH:2])=[O:15])[CH2:21][CH2:20][CH2:19][CH2:18]1 |f:1.2,3.4|. Procedure details: In analogy to the procedure described for the synthesis of example B.10, the title compound was prepared from 2-iodo-4-trifluoromethyl-benzoic acid methyl ester and cyclopentyl zinc bromide followed by saponification with sodium hydroxide. MS (m/e): 257.0 (M−H). Reactants: O=C([O-])O, CCOC(=O)CCNCC(=O)OCC, O=C(Cl)OCc1ccccc1, CCO, [Na+], O. Product: CCOC(=O)CNC(CC(=O)OCC)C(=O)OCc1ccccc1. Reaction SMILES: [C:15](=[O:16])([OH:17])[O-:18].[CH2:1]([CH3:2])[O:3][C:4](=[O:5])[CH2:6][NH:7][CH2:8][CH2:9][C:10](=[O:11])[O:12][CH2:13][CH3:14].[CH2:20]([c:21]1[cH:22][cH:23][cH:24][cH:25][cH:26]1)[O:27][C:28](=[O:29])[Cl:30].[CH3:31][CH2:32][OH:33].[Na+:19].[OH2:34]>>[CH2:1]([CH3:2])[O:3][C:4](=[O:5])[CH2:6][NH:7][CH:8]([CH2:9][C:10](=[O:11])[O:12][CH2:13][CH3:14])[C:28]([O:27][CH2:20][c:21]1[cH:22][cH:23][cH:24][cH:25][cH:26]1)=[O:29]. The reactants are CI, [H-], [Na+], C1CCOC1, O, COc1ccccc1SCC(O)COC(c1ccccc1)(c1ccccc1)c1ccccc1. Yields the product COc1ccccc1SCC(COC(c1ccccc1)(c1ccccc1)c1ccccc1)OC. RXN SMILES: [CH3:36][I:37].[H-:34].[Na+:35].[O:38]1[CH2:39][CH2:40][CH2:41][CH2:42]1.[OH2:43].[c:1]1([C:7]([O:8][CH2:9][CH:10]([CH2:11][S:12][c:13]2[c:14]([O:19][CH3:20])[cH:15][cH:16][cH:17][cH:18]2)[OH:21])([c:22]2[cH:23][cH:24][cH:25][cH:26][cH:27]2)[c:28]2[cH:29][cH:30][cH:31][cH:32][cH:33]2)[cH:2][cH:3][cH:4][cH:5][cH:6]1>>[c:1]1([C:7]([O:8][CH2:9][CH:10]([CH2:11][S:12][c:13]2[c:14]([O:19][CH3:20])[cH:15][cH:16][cH:17][cH:18]2)[O:21][CH3:36])([c:22]2[cH:23][cH:24][cH:25][cH:26][cH:27]2)[c:28]2[cH:29][cH:30][cH:31][cH:32][cH:33]2)[cH:2][cH:3][cH:4][cH:5][cH:6]1.